This data is from the Open Reaction Database (ORD), a public repository of structured organic reaction records. The task is: describe an organic reaction: reactants, conditions, products, and yield Reactants: C(C)(=O)C=1C=NC(=NC1)N1CCN(CC1)C(=O)OCCCC (butyl 4-(5-acetylpyrimidin-2-yl)piperazine-1-carboxylate), C(C)(=O)OCC(F)(F)F (trifluoroethyl acetate), C([O-])([O-])=O.[Na+].[Na+] (sodium carbonate). The solvent is ClCCl (dichloromethane). Reaction conditions: time 3 hour. The product is N1(CCNCC1)C1=NC=C(C=N1)C(C)=O (1-(2-(piperazin-1-yl)pyrimidin-5-yl)ethanone). Isolated yield 85.8%. As a reaction SMILES: [C:1]([C:4]1[CH:5]=[N:6][C:7]([N:10]2[CH2:15][CH2:14][N:13](C(OCCCC)=O)[CH2:12][CH2:11]2)=[N:8][CH:9]=1)(=[O:3])[CH3:2].C(OCC(F)(F)F)(=O)C.C(=O)([O-])[O-].[Na+].[Na+]>ClCCl>[N:10]1([C:7]2[N:6]=[CH:5][C:4]([C:1](=[O:3])[CH3:2])=[CH:9][N:8]=2)[CH2:15][CH2:14][NH:13][CH2:12][CH2:11]1 |f:2.3.4|. Procedure: To a solution of -butyl 4-(5-acetylpyrimidin-2-yl)piperazine-1-carboxylate (4.5 g, 14.7 mmol) in dichloromethane (80 mL) was added trifluoroethyl acetate (20 mL), and the mixture was stirred at RT for 3 h. LCMS showed the reaction was completed. The reaction mixture was neutralized with sodium carbonate solution and extracted with dichloromethane. The organic layer was dried over sodium sulfate, filtered and concentrated to afford the title compound as a light yellow solid (2.6 g, 86%), which wa... The reactants are [BH4-], CO, CCOC(C)=O, [Na+], C1CCOC1, CS(=O)(=O)OC1CC(C(=O)N2CCN(CCO)C2=O)N(C(=O)OCc2ccc([N+](=O)[O-])cc2)C1. Yields the product CS(=O)(=O)OC1CC(CN2CCN(CCO)C2=O)N(C(=O)OCc2ccc([N+](=O)[O-])cc2)C1. RXN SMILES: [BH4-:1].[CH3:37][OH:38].[CH3:44][CH2:45][O:46][C:47](=[O:48])[CH3:49].[Na+:2].[O:39]1[CH2:40][CH2:41][CH2:42][CH2:43]1.[OH:3][CH2:4][CH2:5][N:6]1[C:7](=[O:36])[N:8]([C:11](=[O:12])[CH:13]2[N:14]([C:23](=[O:24])[O:25][CH2:26][c:27]3[cH:28][cH:29][c:30]([N+:33](=[O:34])[O-:35])[cH:31][cH:32]3)[CH2:15][CH:16]([O:18][S:19](=[O:20])(=[O:21])[CH3:22])[CH2:17]2)[CH2:9][CH2:10]1>>[OH:3][CH2:4][CH2:5][N:6]1[C:7](=[O:36])[N:8]([CH2:11][CH:13]2[N:14]([C:23](=[O:24])[O:25][CH2:26][c:27]3[cH:28][cH:29][c:30]([N+:33](=[O:34])[O-:35])[cH:31][cH:32]3)[CH2:15][CH:16]([O:18][S:19](=[O:20])(=[O:21])[CH3:22])[CH2:17]2)[CH2:9][CH2:10]1. Run at time 3 hour. The reactants are NC=1C=C2C(N(C(=NC2=CC1)CCCC)CC1=CC=C(C=C1)C1=C(C=CC=C1)C1=NN=NN1C(C1=CC=CC=C1)(C1=CC=CC=C1)C1=CC=CC=C1)=O (6-Amino-2-butyl- 3-[(2'-(N-triphenylmethyl-tetrazol-5-yl)biphen-4-yl)methyl]quinazolin-4(3H)-one), [H-].[Na+] (NaH), C(C1=CC=CC=C1)OC(=O)Cl (benzylchloroformate). The product is C(CCC)C1=NC2=CC=C(C=C2C(N1CC1=CC=C(C=C1)C1=C(C=CC=C1)C1=NN=NN1C(C1=CC=CC=C1)(C1=CC=CC=C1)C1=CC=CC=C1)=O)NC(=O)OCC1=CC=CC=C1 (2-Butyl-6-(N-carbobenzyloxy)amino-3-[(2'-(N-triphenylmethyl-tetrazol-5-yl)biphen-4-yl)methyl]quinazolin-4(3H)-one). Procedure details: To a suspension of 4 mg (0.12 mmol) of 80% NaH in oil in 1 mL of dry DMF under nitrogen was added at 0° C. a solution of 69 mg (0.1 mmol) of the 6-aminoquinazoline from Example 40. A bright blue solution was formed. After 0.5 hours 18.8 mg (0.1 mmol) of benzylchloroformate was added via syringe. The blue colour rapidly dissipated and the reaction mixture was stirred for 3 hours while allowing the temperature to rise to room temperature. The reaction mixture was concentrated in vacuo and the resi... Isolated yield 62.0%. RXN SMILES: [H-].[Na+].[NH2:3][C:4]1[CH:5]=[C:6]2[C:11](=[CH:12][CH:13]=1)[N:10]=[C:9]([CH2:14][CH2:15][CH2:16][CH3:17])[N:8]([CH2:18][C:19]1[CH:24]=[CH:23][C:22]([C:25]3[CH:30]=[CH:29][CH:28]=[CH:27][C:26]=3[C:31]3[N:35]([C:36]([C:49]4[CH:54]=[CH:53][CH:52]=[CH:51][CH:50]=4)([C:43]4[CH:48]=[CH:47][CH:46]=[CH:45][CH:44]=4)[C:37]4[CH:42]=[CH:41][CH:40]=[CH:39][CH:38]=4)[N:34]=[N:33][N:32]=3)=[CH:21][CH:20]=1)[C:7]2=[O:55].[CH2:56]([O:63][C:64](Cl)=[O:65])[C:57]1[CH:62]=[CH:61][CH:60]=[CH:59][CH:58]=1>CN(C=O)C>[CH2:14]([C:9]1[N:8]([CH2:18][C:19]2[CH:20]=[CH:21][C:22]([C:25]3[CH:30]=[CH:29][CH:28]=[CH:27][C:26]=3[C:31]3[N:35]([C:36]([C:37]4[CH:38]=[CH:39][CH:40]=[CH:41][CH:42]=4)([C:43]4[CH:44]=[CH:45][CH:46]=[CH:47][CH:48]=4)[C:49]4[CH:54]=[CH:53][CH:52]=[CH:51][CH:50]=4)[N:34]=[N:33][N:32]=3)=[CH:23][CH:24]=2)[C:7](=[O:55])[C:6]2[C:11](=[CH:12][CH:13]=[C:4]([NH:3][C:64]([O:63][CH2:56][C:57]3[CH:62]=[CH:61][CH:60]=[CH:59][CH:58]=3)=[O:65])[CH:5]=2)[N:10]=1)[CH2:15][CH2:16][CH3:17] |f:0.1|. Run in CN(C)C=O (DMF). Reactants: FC=1C=C(C=C(C1)F)NC(\C=C\C1=CC=CC=C1)=O ((2E)-N-(3,5-Difluorophenyl)-3-phenylacrylamide), FC=1C=C(C=CC1)NC(C=CC1=CC=CC=C1)=O (N-(3-fluorophenyl)-3-phenylacrylamide), FC=1C=C(C=CC1)NC(C=CC1=CC=CC=C1)=O (N-(3-fluorophenyl)-3-phenylacrylamide), [Cl-].[Cl-].[Cl-].[Al+3] (aluminium trichloride), FC1=CC=C2C=CC(NC2=C1F)=O (7,8-Difluoroquinolin-2(1H)-one), 5-fluoro. The product is FC1=CC=C2C=CC(NC2=C1)=O (7-Fluoroquinolin-2(1H)-one). Reaction SMILES: F[C:2]1[CH:3]=[C:4]([NH:9][C:10](=[O:19])/[CH:11]=[CH:12]/C2C=CC=CC=2)[CH:5]=[C:6]([F:8])[CH:7]=1.FC1C=C(NC(=O)C=CC2C=CC=CC=2)C=CC=1.[Cl-].[Cl-].[Cl-].[Al+3].FC1C(F)=C2C(C=CC(=O)N2)=CC=1>>[F:8][C:6]1[CH:5]=[C:4]2[C:3]([CH:12]=[CH:11][C:10](=[O:19])[NH:9]2)=[CH:2][CH:7]=1 |f:2.3.4.5|. Procedure details: The compound was prepared from 2E)-N-(3-fluorophenyl)-3-phenylacrylamide (Intermediate 30) (13.8 g, 57.2 mmol) and aluminium trichloride (30.5 g, 229 mmol) in a similar way as described for Intermediate 21 to give a mixture of the title compound together with the corresponding 5-fluoro regioisomer in a ratio of 3:1. This mixture was vigorously stirred in dichloromethane (100 mL) for 3 hours at room temperature and then filtered. The solid obtained was resuspended in diethyl ether (200 mL) and st... As a reaction SMILES: C(Cl)(=O)C(Cl)=O.[C:7]([C:10]1[CH:11]=[CH:12][C:13]([O:19][CH2:20][CH2:21][CH3:22])=[C:14]([CH:18]=1)[C:15]([OH:17])=O)(=[O:9])[CH3:8].[NH2:23][C:24]1[C:25]([C:39]([NH2:41])=[O:40])=[N:26][N:27]([CH2:32][C:33]2[CH:38]=[CH:37][CH:36]=[CH:35][N:34]=2)[C:28]=1[CH2:29][CH2:30][CH3:31]>CN(C)C=O.ClCCl>[C:7]([C:10]1[CH:11]=[CH:12][C:13]([O:19][CH2:20][CH2:21][CH3:22])=[C:14]([CH:18]=1)[C:15]([NH:23][C:24]1[C:25]([C:39]([NH2:41])=[O:40])=[N:26][N:27]([CH2:32][C:33]2[CH:38]=[CH:37][CH:36]=[CH:35][N:34]=2)[C:28]=1[CH2:29][CH2:30][CH3:31])=[O:17])(=[O:9])[CH3:8]. The product is C(C)(=O)C=1C=CC(=C(C(=O)NC=2C(=NN(C2CCC)CC2=NC=CC=C2)C(=O)N)C1)OCCC (4-[(5-Acetyl-2-propoxybenzoyl)amino]-5-propyl-1-(pyridin-2-yl methyl)-1H-pyrazole-3-carboxamide). Starting materials: NC=1C(=NN(C1CCC)CC1=NC=CC=C1)C(=O)N (4-amino-5-propyl-1-(pyridin-2-ylmethyl)-1H-pyrazole -3-carboxamide), C(C(=O)Cl)(=O)Cl (Oxalyl chloride), ice, C(C)(=O)C=1C=CC(=C(C(=O)O)C1)OCCC (5-acetyl-2-n-propoxybenzoic acid). Solvent: CN(C=O)C (N,N-dimethylformamide), ClCCl (dichloromethane). Procedure: Oxalyl chloride (1.6 ml, 18 mmol) was added to an ice-cooled solution of 5-acetyl-2-n-propoxybenzoic acid (WO 9312095) (2 g, 9 mmol) in N,N-dimethylformamide (0.2 ml) and dichloromethane (200 ml) under nitrogen. Once addition was complete the solution was allowed to warm to room temperature for 3 hours and the solvent was removed under reduced pressure. The intermediate acid chloride was dissolved in pyridine (50 ml) and 4-amino-5-propyl-1-(pyridin-2-ylmethyl)-1H-pyrazole -3-carboxamide (WO 9954... Reaction conditions: time 18 hour. The reactants are C=C(Br)CC, CCCO, Cc1ccccc1, COc1c(F)cccc1B(O)O, O, c1ccc(P(c2ccccc2)(c2ccccc2)[Pd](P(c2ccccc2)(c2ccccc2)c2ccccc2)(P(c2ccccc2)(c2ccccc2)c2ccccc2)P(c2ccccc2)(c2ccccc2)c2ccccc2)cc1. Product: C=C(CC)c1cccc(F)c1OC. RXN SMILES: [Br:13][C:14](=[CH2:15])[CH2:16][CH3:17].[CH2:26]([OH:27])[CH2:28][CH3:29].[CH3:19][c:20]1[cH:21][cH:22][cH:23][cH:24][cH:25]1.[F:1][c:2]1[c:3]([O:11][CH3:12])[c:4]([B:8]([OH:9])[OH:10])[cH:5][cH:6][cH:7]1.[OH2:18].[cH:30]1[cH:31][cH:32][c:33]([P:34]([Pd:35]([P:36]([c:37]2[cH:38][cH:39][cH:40][cH:41][cH:42]2)([c:43]2[cH:44][cH:45][cH:46][cH:47][cH:48]2)[c:49]2[cH:50][cH:51][cH:52][cH:53][cH:54]2)([P:55]([c:56]2[cH:57][cH:58][cH:59][cH:60][cH:61]2)([c:62]2[cH:63][cH:64][cH:65][cH:66][cH:67]2)[c:68]2[cH:69][cH:70][cH:71][cH:72][cH:73]2)[P:74]([c:75]2[cH:76][cH:77][cH:78][cH:79][cH:80]2)([c:81]2[cH:82][cH:83][cH:84][cH:85][cH:86]2)[c:87]2[cH:88][cH:89][cH:90][cH:91][cH:92]2)([c:93]2[cH:94][cH:95][cH:96][cH:97][cH:98]2)[c:99]2[cH:100][cH:101][cH:102][cH:103][cH:104]2)[cH:105][cH:106]1>>[F:1][c:2]1[c:3]([O:11][CH3:12])[c:4]([C:14](=[CH2:15])[CH2:16][CH3:17])[cH:5][cH:6][cH:7]1. Starting materials: O1COC2=C1C=CC(=C2)CC2C(N(CCC2)CC2=CC=CC=C2)=O ((−)-3-benzo[1,3]dioxol-5-ylmethyl-1-benzyl-piperidin-2-one), solution. The solvent is C1CCOC1 (THF), [H-].[H-].[H-].[H-].[Li+].[Al+3] (LiAlH4), C1CCOC1 (THF). Product: O1COC2=C1C=CC(=C2)CC2CN(CCC2)CC2=CC=CC=C2 ((+)-3-benzo[1,3]dioxol-5-ylmethyl-1-benzyl-piperidine). Reaction SMILES: [O:1]1[C:5]2[CH:6]=[CH:7][C:8]([CH2:10][CH:11]3[CH2:16][CH2:15][CH2:14][N:13]([CH2:17][C:18]4[CH:23]=[CH:22][CH:21]=[CH:20][CH:19]=4)[C:12]3=O)=[CH:9][C:4]=2[O:3][CH2:2]1>C1COCC1.[H-].[H-].[H-].[H-].[Li+].[Al+3]>[O:1]1[C:5]2[CH:6]=[CH:7][C:8]([CH2:10][CH:11]3[CH2:16][CH2:15][CH2:14][N:13]([CH2:17][C:18]4[CH:19]=[CH:20][CH:21]=[CH:22][CH:23]=4)[CH2:12]3)=[CH:9][C:4]=2[O:3][CH2:2]1 |f:2.3.4.5.6.7|. Procedure: To a solution of (−)-3-benzo[1,3]dioxol-5-ylmethyl-1-benzyl-piperidin-2-one (1.73 g, 5.3 mmol) in THF (21 ml), LiAlH4 (6.5 ml of a 1 M solution in THF, 6.5 mmol) is added dropwise at rt. The mixture is refluxed for 2.5 h, cooled to rt, quenched with water and filtered over Celite®. The filtrate is evaporated, the residue dissolved in AcOEt, washed with water and brine, and the aq. layers are reextracted with AcOEt, the combined organic layers are dried over Na2SO4 and evaporated to give (+)-3-be...